This data is from the Open Reaction Database (ORD), a public repository of structured organic reaction records. The task is: describe an organic reaction: reactants, conditions, products, and yield Starting materials: C(=O)(OC(C)(C)C)NCC(CCC(=O)OC(C(=O)OC(C)(C)C)C1=CC=CC=C1)=O (t-butyl α-[5-(Boc-amino)-4-oxopentanoyloxy]-phenylacetate), Br (HBr). Solvent: C(C)(=O)O (acetic acid). The product is Br.NCC(CCC(=O)OC(C1=CC=CC=C1)C(=O)O)=O (carboxyphenylmethyl 5-amino-4-oxopentanoate hydrobromide). Isolated yield 71.0%. As a reaction SMILES: C([NH:8][CH2:9][C:10](=[O:30])[CH2:11][CH2:12][C:13]([O:15][CH:16]([C:24]1[CH:29]=[CH:28][CH:27]=[CH:26][CH:25]=1)[C:17]([O:19]C(C)(C)C)=[O:18])=[O:14])(OC(C)(C)C)=O.[BrH:31]>C(O)(=O)C>[BrH:31].[NH2:8][CH2:9][C:10](=[O:30])[CH2:11][CH2:12][C:13]([O:15][CH:16]([C:17]([OH:19])=[O:18])[C:24]1[CH:29]=[CH:28][CH:27]=[CH:26][CH:25]=1)=[O:14] |f:3.4|. Procedure details: This compound was prepared from the product of 6b (2.75 g; 6.5 mmol) and 33% HBr in acetic acid (5 mL) as described in Example 1c. The crude product was purified by flash chromatography on a 40×55 mm silica gel 60 column eluted with 10% methanol in acetonitrile (400 mL) collecting 20×10 ml fractions. After evaporation of fractions 4-15 and vacuum-drying for 48 h at 40° C. and 0.01 mm Hg 1.60 g (71%) product was obtained (orange foam, mp 77-80° C.).